The task is: describe an organic reaction: reactants, conditions, products, and yield. This data is from the Open Reaction Database (ORD), a public repository of structured organic reaction records. Starting materials: Cl, [Na+], COC(=O)C12CC3CC(C1)C(NC(=O)N1CCOc4ccccc41)C(C3)C2, C1CCOC1, [OH-]. Product: O=C(NC1C2CC3CC1CC(C(=O)O)(C3)C2)N1CCOc2ccccc21. Reaction SMILES: [ClH:30].[Na+:29].[O:1]1[CH2:2][CH2:3][N:4]([C:11](=[O:12])[NH:13][CH:14]2[CH:15]3[CH2:16][C:17]4([C:24](=[O:25])[O:26][CH3:27])[CH2:18][CH:19]([CH2:20][CH:21]2[CH2:22]4)[CH2:23]3)[c:5]2[c:6]1[cH:7][cH:8][cH:9][cH:10]2.[O:31]1[CH2:32][CH2:33][CH2:34][CH2:35]1.[OH-:28]>>[O:1]1[CH2:2][CH2:3][N:4]([C:11](=[O:12])[NH:13][CH:14]2[CH:15]3[CH2:16][C:17]4([C:24](=[O:25])[OH:26])[CH2:18][CH:19]([CH2:20][CH:21]2[CH2:22]4)[CH2:23]3)[c:5]2[c:6]1[cH:7][cH:8][cH:9][cH:10]2. The reactants are CN1N=C(N=C1)CO ((1-methyl-1 H-1,2,4-triazol-3-yl)methanol), CC1(CCC1)C(=O)O (1-methylcyclobutane carboxylic acid), C(C1=CC=CC=C1)(=O)NN (benzoic acid hydrazide), OCC1=NC=CC=C1 (2-hydroxymethylpyridine), ClC=1N=NC(=CC1C)Cl (3,6-dichloro-4-methylpyridazine), ClC=1N=NC(=CC1)Cl (3,6-dichloropyridazine), A-421210. Product: CC=1C=2N(N=C(C1C1(CCC1)C)OCC1=NN(C=N1)C)C(=NN2)C2=CC=CC=C2 (8-Methyl-7-(1-methylcyclobutyl)-6-(1-methyl-1 H-1,2,4-triazol-3-ylmethoxy)-3-phenyl-1,2,4-triazolo[4,3-b]pyridazine). Reaction SMILES: C[C:2]1([C:6](O)=O)[CH2:5][CH2:4][CH2:3]1.Cl[C:10]1[N:11]=[N:12][C:13](Cl)=[CH:14][C:15]=1[CH3:16].ClC1N=NC(Cl)=CC=1.[C:26]([NH:34][NH2:35])(=O)[C:27]1[CH:32]=[CH:31][CH:30]=[CH:29][CH:28]=1.[CH3:36][N:37]1[CH:41]=[N:40][C:39]([CH2:42][OH:43])=[N:38]1.OCC1C=CC=CN=1>>[CH3:16][C:15]1[C:10]2[N:11]([C:26]([C:27]3[CH:32]=[CH:31][CH:30]=[CH:29][CH:28]=3)=[N:34][N:35]=2)[N:12]=[C:13]([O:43][CH2:42][C:39]2[N:40]=[CH:41][N:37]([CH3:36])[N:38]=2)[C:14]=1[C:2]1([CH3:6])[CH2:3][CH2:4][CH2:5]1. Procedure: The compound was prepared using the procedures described in Example 102, Steps a), b) and c) with 1-methylcyclobutane carboxylic acid (U.S. Pat. No. 4,220,795) and 3,6-dichloro-4-methylpyridazine being used instead of cyclopentane carboxylic acid and 3,6-dichloropyridazine respectively in Step a), and benzoic acid hydrazide being used instead of 2-thiophene carboxylic acid hydrazide in Step b), and (1-methyl-1 H-1,2,4-triazol-3-yl)methanol (prepared using the conditions described in EP-A-421210)... Starting materials: CC(C)(C)OC(=O)N1CCCC2(C1)C(=O)NCN2c1ccccc1, C1CCOC1, C[Si](C)(C)[N-][Si](C)(C)C, CI, CCOC(C)=O, [Li+]. The product is CN1CN(c2ccccc2)C2(CCCN(C(=O)OC(C)(C)C)C2)C1=O. RXN SMILES: [C:1]([CH3:2])([CH3:3])([CH3:4])[O:5][C:6](=[O:7])[N:8]1[CH2:9][C:10]2([C:11](=[O:21])[NH:12][CH2:13][N:14]2[c:15]2[cH:16][cH:17][cH:18][cH:19][cH:20]2)[CH2:22][CH2:23][CH2:24]1.[CH2:37]1[O:38][CH2:39][CH2:40][CH2:41]1.[CH3:26][Si:27]([N-:28][Si:29]([CH3:30])([CH3:31])[CH3:32])([CH3:33])[CH3:34].[CH3:35][I:36].[CH3:42][CH2:43][O:44][C:45]([CH3:46])=[O:47].[Li+:25]>>[C:1]([CH3:2])([CH3:3])([CH3:4])[O:5][C:6](=[O:7])[N:8]1[CH2:9][C:10]2([C:11](=[O:21])[N:12]([CH3:26])[CH2:13][N:14]2[c:15]2[cH:16][cH:17][cH:18][cH:19][cH:20]2)[CH2:22][CH2:23][CH2:24]1. Starting materials: CN(/C=C/C(=O)C1=NN(C=CC1=O)C1=CC(=CC=C1)OC(F)(F)F)C (3-((E)-3-Dimethylamino-acryloyl)-1-(3-trifluoromethoxy-phenyl)-1H-pyridazin-4-one), C1(=CC=C(C=C1)NN)C (p-tolyl-hydrazine). Yields the product C1(=CC=C(C=C1)N1N=CC=C1C1=NN(C=CC1=O)C1=CC(=CC=C1)OC(F)(F)F)C (3-(2-p-Tolyl-2H-pyrazol-3-yl)-1-(3-trifluoromethoxy-phenyl)-1H-pyridazin-4-one). Reaction SMILES: C[N:2](C)/[CH:3]=[CH:4]/[C:5]([C:7]1[C:12](=[O:13])[CH:11]=[CH:10][N:9]([C:14]2[CH:19]=[CH:18][CH:17]=[C:16]([O:20][C:21]([F:24])([F:23])[F:22])[CH:15]=2)[N:8]=1)=O.[C:26]1([CH3:34])[CH:31]=[CH:30][C:29]([NH:32]N)=[CH:28][CH:27]=1>>[C:26]1([CH3:34])[CH:31]=[CH:30][C:29]([N:32]2[C:5]([C:7]3[C:12](=[O:13])[CH:11]=[CH:10][N:9]([C:14]4[CH:19]=[CH:18][CH:17]=[C:16]([O:20][C:21]([F:24])([F:23])[F:22])[CH:15]=4)[N:8]=3)=[CH:4][CH:3]=[N:2]2)=[CH:28][CH:27]=1. Procedure: Reaction of 3-((E)-3-Dimethylamino-acryloyl)-1-(3-trifluoromethoxy-phenyl)-1H-pyridazin-4-one (A-6) and p-tolyl-hydrazine according to example 43 gave the desired product. MS: M=413.3 (M+H)+ Starting materials: CCN, CN(C(=O)Cl)C(=O)Nc1ccccc1, C1CCOC1, O. Product: CCNC(=O)N(C)C(=O)Nc1ccccc1. Reaction SMILES: [CH3:1][CH2:2][NH2:3].[CH3:4][N:5]([C:6](=[O:7])[Cl:8])[C:9](=[O:10])[NH:11][c:12]1[cH:13][cH:14][cH:15][cH:16][cH:17]1.[O:19]1[CH2:20][CH2:21][CH2:22][CH2:23]1.[OH2:18]>>[CH3:1][CH2:2][NH:3][C:6]([N:5]([CH3:4])[C:9](=[O:10])[NH:11][c:12]1[cH:13][cH:14][cH:15][cH:16][cH:17]1)=[O:7]. Reactants: C(C)(C)NC1=CC=CC=2C(C3=CC=CC(=C3C(C12)=O)OCCOC)=O (1-isopropylamino-8-(β-methoxy-ethoxy)-anthraquinone). Solvent: S(O)(O)(=O)=O (sulphuric acid), O (water). Yields the product C(C)(C)NC1=CC=CC=2C(C3=CC=CC(=C3C(C12)=O)O)=O (1-isopropylamino-8-hydroxy-anthraquinone). Reaction SMILES: [CH:1]([NH:4][C:5]1[C:18]2[C:17](=[O:19])[C:16]3[C:11](=[CH:12][CH:13]=[CH:14][C:15]=3[O:20]CCOC)[C:10](=[O:25])[C:9]=2[CH:8]=[CH:7][CH:6]=1)([CH3:3])[CH3:2]>S(=O)(=O)(O)O.O>[CH:1]([NH:4][C:5]1[C:18]2[C:17](=[O:19])[C:16]3[C:11](=[CH:12][CH:13]=[CH:14][C:15]=3[OH:20])[C:10](=[O:25])[C:9]=2[CH:8]=[CH:7][CH:6]=1)([CH3:3])[CH3:2]. Reported procedure: 25 g of 1-isopropylamino-8-(β-methoxy-ethoxy)-anthraquinone are dissolved in 75 ml of 75% strength sulphuric acid and the solution is stirred at 130°-135° until no further starting material is detectable in a worked-up sample (approx. 90 minutes being required). The mixture is stirred until it has cooled to 80° and is diluted with 85 ml of water at the same temperature, it is left until the product precipitates as crystals and diluted with a further 41 ml of water at above 50°, the product is fi... The reactants are CS(=O)(=O)OC1CC(=O)N(Cc2ccc(Oc3ccccc3)cc2)C1COC(c1ccccc1)(c1ccccc1)c1ccccc1, O=CO. Yields the product CS(=O)(=O)OC1CC(=O)N(Cc2ccc(Oc3ccccc3)cc2)C1CO. RXN SMILES: [CH3:1][S:2](=[O:3])(=[O:4])[O:5][CH:6]1[CH2:7][C:8](=[O:46])[N:9]([CH2:32][c:33]2[cH:34][cH:35][c:36]([O:39][c:40]3[cH:41][cH:42][cH:43][cH:44][cH:45]3)[cH:37][cH:38]2)[CH:10]1[CH2:11][O:12][C:13]([c:14]1[cH:15][cH:16][cH:17][cH:18][cH:19]1)([c:20]1[cH:21][cH:22][cH:23][cH:24][cH:25]1)[c:26]1[cH:27][cH:28][cH:29][cH:30][cH:31]1.[CH:47]([OH:48])=[O:49]>>[CH3:1][S:2](=[O:3])(=[O:4])[O:5][CH:6]1[CH2:7][C:8](=[O:46])[N:9]([CH2:32][c:33]2[cH:34][cH:35][c:36]([O:39][c:40]3[cH:41][cH:42][cH:43][cH:44][cH:45]3)[cH:37][cH:38]2)[CH:10]1[CH2:11][OH:12].